From a dataset of the Open Reaction Database (ORD), a public repository of structured organic reaction records. describe an organic reaction: reactants, conditions, products, and yield Reaction conditions: temperature 50 celsius. Solvent: CS(=O)C (DMSO), CS(=O)C (DMSO). The product is C(C)OC(C1(N(C)S(=O)(=O)C2=CC=C3C(=CN=C(C3=C2)NC(=N)N)Cl)CCCC1)=O (N-[(4-chloro-1-guanidino-7-isoquinolinyl)sulphonyl]-N-(methyl)cycloleucine ethyl ester). Isolated yield 54.8%. RXN SMILES: Cl.[Cl:2][C:3]1[C:12]2[C:7](=[CH:8][C:9]([S:13]([N:16]([CH3:25])[C:17]3([C:22]([OH:24])=[O:23])[CH2:21][CH2:20][CH2:19][CH2:18]3)(=[O:15])=[O:14])=[CH:10][CH:11]=2)[C:6]([NH:26][C:27]([NH2:29])=[NH:28])=[N:5][CH:4]=1.Cl.NC(N)=N.[CH2:35](OC(=O)C1(CCCC1)N(S(C1C=C2C(C(Cl)=CN=C2Cl)=CC=1)(=O)=O)C)[CH3:36].O>CS(C)=O>[CH2:35]([O:23][C:22](=[O:24])[C:17]1([CH2:21][CH2:20][CH2:19][CH2:18]1)[N:16]([S:13]([C:9]1[CH:8]=[C:7]2[C:12]([C:3]([Cl:2])=[CH:4][N:5]=[C:6]2[NH:26][C:27]([NH2:29])=[NH:28])=[CH:11][CH:10]=1)(=[O:14])=[O:15])[CH3:25])[CH3:36] |f:0.1,2.3|. The reactants are C(C)OC(C1(N(C)S(=O)(=O)C2=CC=C3C(=CN=C(C3=C2)Cl)Cl)CCCC1)=O (N-[(1,4-Dichloro-7-isoquinolinyl)sulphonyl]-N-(methyl)cycloleucine ethyl ester), O (water), Cl.ClC1=CN=C(C2=CC(=CC=C12)S(=O)(=O)N(C1(CCCC1)C(=O)O)C)NC(=N)N (N-[(4-Chloro-1-guanidino-7-isoquinolinyl)sulphonyl]-N-(methyl)cycloleucine hydrochloride), Cl.NC(=N)N (guanidine hydrochloride). Reported procedure: N-[(4-Chloro-1-guanidino-7-isoquinolinyl)sulphonyl]-N-(methyl)cycloleucine hydrochloride ##STR91## NaH (31 mg, 80% dispersion in mineral oil, 1.04 mmol) was added to a solution of guanidine hydrochloride (164 mg, 1.67 mmol) in DMSO (4 ml), and the solution heated at 50° C. for 1 h. N-[(1,4-Dichloro-7-isoquinolinyl)sulphonyl]-N-(methyl)cycloleucine ethyl ester (180 mg, 0.42 mmol) in DMSO (2 ml) was added, and the reaction heated at 80° C. for 3 h. The cooled reaction mixture was poured into water... Reactants: ClC=1C=CC(=C(C1)CN1CCNCC1)N1CCCC1 (1-[[5-Chloro-2-(pyrrolidin-1-yl)phenyl]methyl]piperazine), FC(C(C(F)(F)F)O)(F)F (1,1,1,3,3,3-hexafluoropropan-2-ol), ClC(Cl)(OC(OC(Cl)(Cl)Cl)=O)Cl (triphosgene), C(C)(C)N(C(C)C)CC (N,N-Diisopropylethylamine). Solvent: O (H2O), ClCCl (dichloromethane). Run at time 2 hour. The product is ClC=1C=CC(=C(C1)CN1CCN(CC1)C(=O)OC(C(F)(F)F)C(F)(F)F)N1CCCC1 (1,1,1,3,3,3-hexafluoropropan-2-yl 4-[[5-chloro-2-(pyrrolidin-1-yl)phenyl]methyl]piperazine-1-carboxylate). Isolated yield 43.5%. RXN SMILES: [F:1][C:2]([F:10])([F:9])[CH:3]([OH:8])[C:4]([F:7])([F:6])[F:5].Cl[C:12](Cl)([O:14]C(=O)OC(Cl)(Cl)Cl)Cl.C(N(CC)C(C)C)(C)C.[Cl:32][C:33]1[CH:34]=[CH:35][C:36]([N:46]2[CH2:50][CH2:49][CH2:48][CH2:47]2)=[C:37]([CH2:39][N:40]2[CH2:45][CH2:44][NH:43][CH2:42][CH2:41]2)[CH:38]=1>O.ClCCl>[Cl:32][C:33]1[CH:34]=[CH:35][C:36]([N:46]2[CH2:50][CH2:49][CH2:48][CH2:47]2)=[C:37]([CH2:39][N:40]2[CH2:41][CH2:42][N:43]([C:12]([O:8][CH:3]([C:4]([F:7])([F:6])[F:5])[C:2]([F:10])([F:9])[F:1])=[O:14])[CH2:44][CH2:45]2)[CH:38]=1. Procedure details: A 50 mL round-bottom flask was charged with 1,1,1,3,3,3-hexafluoropropan-2-ol (126 mg, 0.750 mmol, 1.00 equiv), triphosgene (74.0 mg, 0.250 mmol, 0.33 equiv), dichloromethane (10 mL). N,N-Diisopropylethylamine (290 mg, 2.24 mmol, 2.99 equiv) was added dropwise at room temperature. The mixture was stirred at room temperature for 2 h. 1-[[5-Chloro-2-(pyrrolidin-1-yl)phenyl]methyl]piperazine (210 mg, 0.750 mmol, 1.00 equiv) was added. The resulting solution was stirred for 2 hours at room temperatu... Starting materials: C(C1=CC=CC=C1)N1CC2C(C1)CN(C2)C=2C=CC=1N(N2)C(=C(N1)C1=CC=C(C=C1)F)C1=CN=NC=C1 (6-(5-benzylhexahydropyrrolo[3,4-c]pyrrol-2-(1H)-yl)-2-(4-fluorophenyl)-3-(pyridazin-4-yl)-imidazo[1,2-b]pyridazine), C(=O)[O-].[NH4+] (ammonium formate). The reagents and catalysts are [Pd] (palladium-on-charcoal). Run in CO (methanol). Yields the product FC1=CC=C(C=C1)C=1N=C2N(N=C(C=C2)N2CC3CNCC3C2)C1C1=CN=NC=C1 (2-(4-fluorophenyl)-6-(hexahydropyrrolo[3,4-c]pyrrol-2-(1H)-yl)-3-(pyridazin-4-yl)-imidazo[1,2-b]pyridazine). Reaction SMILES: C([N:8]1[CH2:12][CH:11]2[CH2:13][N:14]([C:16]3[CH:17]=[CH:18][C:19]4[N:20]([C:22]([C:32]5[CH:37]=[CH:36][N:35]=[N:34][CH:33]=5)=[C:23]([C:25]5[CH:30]=[CH:29][C:28]([F:31])=[CH:27][CH:26]=5)[N:24]=4)[N:21]=3)[CH2:15][CH:10]2[CH2:9]1)C1C=CC=CC=1.C([O-])=O.[NH4+]>CO.[Pd]>[F:31][C:28]1[CH:27]=[CH:26][C:25]([C:23]2[N:24]=[C:19]3[CH:18]=[CH:17][C:16]([N:14]4[CH2:13][CH:11]5[CH:10]([CH2:9][NH:8][CH2:12]5)[CH2:15]4)=[N:21][N:20]3[C:22]=2[C:32]2[CH:37]=[CH:36][N:35]=[N:34][CH:33]=2)=[CH:30][CH:29]=1 |f:1.2|. Procedure details: The mixture of 1.2 g (2.4 mmol) of 6-(5-benzylhexahydropyrrolo[3,4-c]pyrrol-2-(1H)-yl)-2-(4-fluorophenyl)-3-(pyridazin-4-yl)-imidazo[1,2-b]pyridazine and 2.3 g (36 mmol) of ammonium formate in 40 ml of methanol is refluxed for 2 hours in the presence of palladium-on-charcoal (10%) containing 50% moisture. Reactants: CCCC[N+](CCCC)(CCCC)CCCC, C1CCOC1, COc1ccc2c(c1OC)C(=O)N1CC(O[Si](C)(C)C(C)(C)C)CC1C(=O)N2COCC[Si](C)(C)C, ClCCl, [F-]. Yields the product COc1ccc2c(c1OC)C(=O)N1CC(O)CC1C(=O)N2COCC[Si](C)(C)C. As a reaction SMILES: [CH2:2]([N+:3]([CH2:4][CH2:5][CH2:6][CH3:7])([CH2:8][CH2:9][CH2:10][CH3:11])[CH2:12][CH2:13][CH2:14][CH3:15])[CH2:16][CH2:17][CH3:18].[CH2:55]1[O:56][CH2:57][CH2:58][CH2:59]1.[CH3:19][O:20][c:21]1[c:22]([O:53][CH3:54])[cH:23][cH:24][c:25]2[c:26]1[C:27](=[O:52])[N:28]1[CH:29]([C:30](=[O:40])[N:31]2[CH2:32][O:33][CH2:34][CH2:35][Si:36]([CH3:37])([CH3:38])[CH3:39])[CH2:41][CH:42]([O:44][Si:45]([C:46]([CH3:47])([CH3:48])[CH3:49])([CH3:50])[CH3:51])[CH2:43]1.[Cl:60][CH2:61][Cl:62].[F-:1]>>[CH3:19][O:20][c:21]1[c:22]([O:53][CH3:54])[cH:23][cH:24][c:25]2[c:26]1[C:27](=[O:52])[N:28]1[CH:29]([C:30](=[O:40])[N:31]2[CH2:32][O:33][CH2:34][CH2:35][Si:36]([CH3:37])([CH3:38])[CH3:39])[CH2:41][CH:42]([OH:44])[CH2:43]1. Starting materials: ice water, [Na] (Sodium), CO (methanol), C(C)(=O)O (acetic acid), ClC1=C(C(=CC=C1)Cl)NS(=O)(=O)C1=NN2C(N=C(C=C2Cl)Cl)=N1 (N-(2,6-dichlorophenyl)-5,7-dichloro-1,2,4-triazolo[1,5-a]-pyrimidine-2-sulfonamide). Run at time 1 hour. The product is ClC1=C(C(=CC=C1)Cl)NS(=O)(=O)C1=NN2C(N=C(C=C2OC)OC)=N1 (N-(2,6-dichlorophenyl)-5,7-dimethoxy-1,2,4-triazolo[1,5-a]pyrimidine-2-sulfonamide). As a reaction SMILES: [Na].[CH3:2][OH:3].[Cl:4][C:5]1[CH:10]=[CH:9][CH:8]=[C:7]([Cl:11])[C:6]=1[NH:12][S:13]([C:16]1[N:26]=[C:19]2[N:20]=[C:21](Cl)[CH:22]=[C:23](Cl)[N:18]2[N:17]=1)(=[O:15])=[O:14].[C:27]([OH:30])(=O)C>>[Cl:4][C:5]1[CH:10]=[CH:9][CH:8]=[C:7]([Cl:11])[C:6]=1[NH:12][S:13]([C:16]1[N:26]=[C:19]2[N:20]=[C:21]([O:30][CH3:27])[CH:22]=[C:23]([O:3][CH3:2])[N:18]2[N:17]=1)(=[O:15])=[O:14] |^1:0|. Procedure: Sodium (683 mg, 29.7 mmol) was added to 30 ml of methanol under nitrogen and allowed to react. The resulting solution was cooled and 4.06 g (9.83 mmol) of N-(2,6-dichlorophenyl)-5,7-dichloro-1,2,4-triazolo[1,5-a]-pyrimidine-2-sulfonamide were added with stirring. After one hour, 2 ml of acetic acid was added and the mixture was poured into about 150 ml of ice water. The solids present were collected by filtration and dried to obtain 3.21 g (88 percent of theory) of the title compound, which is a... The reactants are [Li]C(C)(C)C, CC(C)(C)OC(=O)n1ccc2ccccc21, C1CCOC1, CCCCC, CCOC(C)=O, [Cl-], O=S(=O)(F)c1ccc(F)cc1, [NH4+]. Yields the product CC(C)(C)OC(=O)n1c(S(=O)(=O)c2ccc(F)cc2)cc2ccccc21. RXN SMILES: [C:17]([Li:18])([CH3:19])([CH3:20])[CH3:21].[C:1]([CH3:2])([CH3:3])([CH3:4])[O:5][C:6](=[O:7])[n:8]1[cH:9][cH:10][c:11]2[cH:12][cH:13][cH:14][cH:15][c:16]12.[CH2:40]1[O:41][CH2:42][CH2:43][CH2:44]1.[CH3:22][CH2:23][CH2:24][CH2:25][CH3:26].[CH3:45][CH2:46][O:47][C:48]([CH3:49])=[O:50].[Cl-:38].[F:27][c:28]1[cH:29][cH:30][c:31]([S:34](=[O:35])(=[O:36])[F:37])[cH:32][cH:33]1.[NH4+:39]>>[C:1]([CH3:2])([CH3:3])([CH3:4])[O:5][C:6](=[O:7])[n:8]1[c:9]([S:34]([c:31]2[cH:30][cH:29][c:28]([F:27])[cH:33][cH:32]2)(=[O:35])=[O:36])[cH:10][c:11]2[cH:12][cH:13][cH:14][cH:15][c:16]12. Procedure: In the same manner as in Example 1, step 6 and using 7-cyclohexylmethylamino-6-(4-phenylpiperidine-1-carbonyl)pyrazolo[1,5-a]pyrimidine-3-carboxylic acid (0.08 g, 0.17 mmol) obtained in step 2 and methanesulfonamide (0.11 g, 0.87 mmol), compound a-8 (80 mg, 32%) was obtained. Yields the product C1(CCCCC1)CNC1=C(C=NC=2N1N=CC2C(=O)NS(=O)(=O)C)C(=O)N2CCC(CC2)C2=CC=CC=C2 (N-[7-Cyclohexylmethylamino-6-(4-phenylpiperidine-1-carbonyl)pyrazolo[1,5-a]pyrimidine-3-carbonyl]methanesulfonamide). Reactants: C1(CCCCC1)CNC1=C(C=NC=2N1N=CC2C(=O)O)C(=O)N2CCC(CC2)C2=CC=CC=C2 (7-Cyclohexylmethylamino-6-(4-phenylpiperidine-1-carbonyl)pyrazolo[1,5-a]pyrimidine-3-carboxylic acid), CS(=O)(=O)N (methanesulfonamide). RXN SMILES: [CH:1]1([CH2:7][NH:8][C:9]2[N:14]3[N:15]=[CH:16][C:17]([C:18](O)=[O:19])=[C:13]3[N:12]=[CH:11][C:10]=2[C:21]([N:23]2[CH2:28][CH2:27][CH:26]([C:29]3[CH:34]=[CH:33][CH:32]=[CH:31][CH:30]=3)[CH2:25][CH2:24]2)=[O:22])[CH2:6][CH2:5][CH2:4][CH2:3][CH2:2]1.[CH3:35][S:36]([NH2:39])(=[O:38])=[O:37]>>[CH:1]1([CH2:7][NH:8][C:9]2[N:14]3[N:15]=[CH:16][C:17]([C:18]([NH:39][S:36]([CH3:35])(=[O:38])=[O:37])=[O:19])=[C:13]3[N:12]=[CH:11][C:10]=2[C:21]([N:23]2[CH2:28][CH2:27][CH:26]([C:29]3[CH:34]=[CH:33][CH:32]=[CH:31][CH:30]=3)[CH2:25][CH2:24]2)=[O:22])[CH2:2][CH2:3][CH2:4][CH2:5][CH2:6]1. Starting materials: C([O-])([O-])=O.[K+].[K+] (potassium carbonate), IC (iodomethane), ClC1=CC2=C(NC(N2)=O)C=C1[N+](=O)[O-] (5-Chloro-6-nitro-1H-benzo[d]imidazol-2(3H)-one). Solvent: CN(C)C=O (DMF). Reaction conditions: temperature 75 celsius, time 1.5 hour. Product: ClC1=CC2=C(N(C(N2C)=O)C)C=C1[N+](=O)[O-] (5-Chloro-1,3-dimethyl-6-nitro-1H-benzo[d]imidazol-2(3H)-one). Isolated yield 94.2%. Reaction SMILES: [Cl:1][C:2]1[C:11]([N+:12]([O-:14])=[O:13])=[CH:10][C:5]2[NH:6][C:7](=O)[NH:8][C:4]=2[CH:3]=1.[C:15](=[O:18])([O-])[O-].[K+].[K+].I[CH3:22]>CN(C=O)C>[Cl:1][C:2]1[C:11]([N+:12]([O-:14])=[O:13])=[CH:10][C:5]2[N:6]([CH3:22])[C:15](=[O:18])[N:8]([CH3:7])[C:4]=2[CH:3]=1 |f:1.2.3|. Procedure details: 5-Chloro-6-nitro-1H-benzo[d]imidazol-2(3H)-one (1.00 g, 4.7 mmol) was stirred in DMF (50 mL) then potassium carbonate (1.29 g, 9.4 mmol) and iodomethane (2.66 g, 18.7 mmol) were added. The reaction was stirred at 75° C. for 1.5 h. The reaction was allowed to cool and solvents were removed under reduced pressure. The residue was partitioned between water and ethyl acetate and the phases were separated. The aqueous phase was extracted with ethyl acetate and the combined organic extracts were throu... Reactants: NC=1SC=CN1 (2-aminothiazole), C(C)(C)(C)N=C(N(C)C)N(C)C (2-tert-butyl-1,1,3,3-tetramethylguanidine), ClC=1C=C(C=C(C1)Cl)C1CN(CC1)[C@@H]1C(N(CC1)C1=CC(=C(C(=C1)F)S(=O)(=O)Cl)F)=O (4-[(3′S)-3-(3,5-dichlorophenyl)-2′-oxo-1,3′-bipyrrolidin-1′-yl]-2,6-difluorobenzene-1-sulfonyl chloride). Solvent: CS(=O)C (DMSO), C(C)#N (acetonitrile). Run at temperature 0 celsius, time 10 minute. Yields the product ClC=1C=C(C=C(C1)Cl)C1CN(CC1)[C@@H]1C(N(CC1)C1=CC(=C(C(=C1)F)S(=O)(=O)NC=1SC=CN1)F)=O (4-[(3′S)-3-(3,5-dichlorophenyl)-2′-oxo-1,3′-bipyrrolidin-1′-yl]-2,6-difluoro-N-(thiazol-2-yl)benzenesulfonamide). As a reaction SMILES: [NH2:1][C:2]1[S:3][CH:4]=[CH:5][N:6]=1.C(N=C(N(C)C)N(C)C)(C)(C)C.[Cl:19][C:20]1[CH:21]=[C:22]([CH:27]2[CH2:31][CH2:30][N:29]([C@H:32]3[CH2:36][CH2:35][N:34]([C:37]4[CH:42]=[C:41]([F:43])[C:40]([S:44](Cl)(=[O:46])=[O:45])=[C:39]([F:48])[CH:38]=4)[C:33]3=[O:49])[CH2:28]2)[CH:23]=[C:24]([Cl:26])[CH:25]=1>C(#N)C.CS(C)=O>[Cl:26][C:24]1[CH:23]=[C:22]([CH:27]2[CH2:31][CH2:30][N:29]([C@H:32]3[CH2:36][CH2:35][N:34]([C:37]4[CH:42]=[C:41]([F:43])[C:40]([S:44]([NH:1][C:2]5[S:3][CH:4]=[CH:5][N:6]=5)(=[O:45])=[O:46])=[C:39]([F:48])[CH:38]=4)[C:33]3=[O:49])[CH2:28]2)[CH:21]=[C:20]([Cl:19])[CH:25]=1. Reported procedure: Synthesized according to General Procedure 12, Method B. To a solution of 2-aminothiazole (35 mg, 0.35 mmol) in acetonitrile (0.4 mL) at 0° C. was added 2-tert-butyl-1,1,3,3-tetramethylguanidine (61 mg, 0.35 mmol) dropwise and the reaction mixture stirred at 0° C. for 10 min. 4-[(3′S)-3-(3,5-dichlorophenyl)-2′-oxo-1,3′-bipyrrolidin-1′-yl]-2,6-difluorobenzene-1-sulfonyl chloride (60 mg, 0.12 mmol) was added and the reaction mixture was stirred at RT for 16 hours. The reaction mixture was diluted ... Starting materials: FC(C=1C=C(OC2=CC=C(C=C2)NNC(=O)OC(C)C)C=CC1)(F)F (1-methylethyl 2-[4-[3-(trifluoromethyl)phenoxy]phenyl]-hydrazinecarboxylate), Cl[O-].[Na+] (sodium hypochlorite). Run in ClCCl (dichloromethane). Conditions: time 8 hour. Product: FC(C=1C=C(OC2=CC=C(C=C2)N=NC(=O)OC(C)C)C=CC1)(F)F (1-methylethyl [4-[3-(trifluoromethyl)phenoxy]phenyl]diazene carboxylate). Yield: 95.8%. RXN SMILES: [F:1][C:2]([F:25])([F:24])[C:3]1[CH:4]=[C:5]([CH:21]=[CH:22][CH:23]=1)[O:6][C:7]1[CH:12]=[CH:11][C:10]([NH:13][NH:14][C:15]([O:17][CH:18]([CH3:20])[CH3:19])=[O:16])=[CH:9][CH:8]=1.Cl[O-].[Na+]>ClCCl>[F:1][C:2]([F:24])([F:25])[C:3]1[CH:4]=[C:5]([CH:21]=[CH:22][CH:23]=1)[O:6][C:7]1[CH:12]=[CH:11][C:10]([N:13]=[N:14][C:15]([O:17][CH:18]([CH3:20])[CH3:19])=[O:16])=[CH:9][CH:8]=1 |f:1.2|. Procedure details: To the product (0.42 g) of Step 4 of Example 1 was added dichloromethane (10 mL) and 5% aqueous sodium hypochlorite (20 mL). The two-phase mixture was stirred vigorously overnight at room temperature, the organic layer was separated, dried over anhydrous sodium sulfate, and concentrated under reduced pressure to give a red oil (0.4 g).